Dataset: the Open Reaction Database (ORD), a public repository of structured organic reaction records. Task: describe an organic reaction: reactants, conditions, products, and yield Reactants: ClC1=C(C=CC=C1)C(=O)C=O (o-chlorophenylglyoxal), NC1=NN=CN1N (3,4-diamino-4H-1,2,4-triazole), C(C)(=O)[O-].[Na+] (sodium acetate). The solvent is C(C)(=O)O (acetic acid). Yields the product ClC1=C(C=CC=C1)C1=NC=2N(N=C1)C=NN2 (7-(o-Chlorophenyl)-1,2,4-triazolo[4,3-b]-1,2,4-triazine). RXN SMILES: [Cl:1][C:2]1[CH:7]=[CH:6][CH:5]=[CH:4][C:3]=1[C:8]([CH:10]=O)=O.[NH2:12][C:13]1[N:17]([NH2:18])[CH:16]=[N:15][N:14]=1.C([O-])(=O)C.[Na+]>C(O)(=O)C>[Cl:1][C:2]1[CH:7]=[CH:6][CH:5]=[CH:4][C:3]=1[C:8]1[CH:10]=[N:18][N:17]2[CH:16]=[N:15][N:14]=[C:13]2[N:12]=1 |f:2.3|. Reported procedure: A solution of 14 g. of o-chlorophenylglyoxal, 10.6 g. of 3,4-diamino-4H-1,2,4-triazole and 6.3 g. of sodium acetate in 180 ml. of 67% acetic acid is heated on a steam bath and then filtered through celite. The filtrate is heated for an additional hour and then allowed to stand at room temperature for several days, producing the desired product as a cream colored solid, m.p. 162°-165° C. Starting materials: BrC1=CC=C2CC(C(C2=C1)=O)(C)C (6-bromo-2,2-dimethyl-2,3-dihydro-1H-inden-1-one), C(#N)[Cu] (CuCN), CCOC(=O)C (EtOAc), O (water). The solvent is CN1CCCC1=O (NMP). Reaction conditions: time 15 minute. Yields the product CC1(CC2=CC=C(C=C2C1=O)C#N)C (2,2-Dimethyl-3-oxo-2,3-dihydro-1H-indene-5-carbonitrile). Yield: 90.0%. RXN SMILES: Br[C:2]1[CH:10]=[C:9]2[C:5]([CH2:6][C:7]([CH3:13])([CH3:12])[C:8]2=[O:11])=[CH:4][CH:3]=1.[C:14]([Cu])#[N:15].CCOC(C)=O.O>CN1C(=O)CCC1>[CH3:12][C:7]1([CH3:13])[C:8](=[O:11])[C:9]2[C:5](=[CH:4][CH:3]=[C:2]([C:14]#[N:15])[CH:10]=2)[CH2:6]1. Reported procedure: A slurry of 6-bromo-2,2-dimethyl-2,3-dihydro-1H-inden-1-one (U.S. Pat. No. 5,401,758) (24.97 g, 0.104 mol) and CuCN (18.7 g, 0.208 mol) in NMP (160 mL) was heated at 175° C. for 4 h. After cooling to rt, the reaction mixture was poured into EtOAc (300 mL) and water (200 mL) with stirring. After 15 min, the solid was collected and the filter cake was rinsed with EtOAc (150 mL). The resulting two layers were separated and the aqueous portion was extracted with EtOAc (150 mL×3). The combined organi...